From a dataset of the Open Reaction Database (ORD), a public repository of structured organic reaction records. describe an organic reaction: reactants, conditions, products, and yield The reactants are C(#N)C=1C=C(C=2CCCCC2C1)C(=O)OC (methyl 3-cyano-5,6,7,8-tetrahydro-1-naphthalenecarboxylate), [OH-].[Na+] (NaOH). Solvent: C1CCOC1 (THF), O (water). The product is C(#N)C=1C=C(C=2CCCCC2C1)C(=O)O (3-Cyano-5,6,7,8-tetrahydro-1-naphthalenecarboxylic acid). Isolated yield 98.1%. As a reaction SMILES: [C:1]([C:3]1[CH:4]=[C:5]([C:13]([O:15]C)=[O:14])[C:6]2[CH2:7][CH2:8][CH2:9][CH2:10][C:11]=2[CH:12]=1)#[N:2].[OH-].[Na+]>C1COCC1.O>[C:1]([C:3]1[CH:4]=[C:5]([C:13]([OH:15])=[O:14])[C:6]2[CH2:7][CH2:8][CH2:9][CH2:10][C:11]=2[CH:12]=1)#[N:2] |f:1.2|. Reported procedure: A solution of methyl 3-cyano-5,6,7,8-tetrahydro-1-naphthalenecarboxylate (0.96 g, 4.46 mmol) in THF (54 mL), water (21 mL) and 1N NaOH (9.4 mL, 9.4 mmol) was stirred overnight at room temperature. The THF was removed in vacuo and the mixture acidified to pH 1with 1N HCl. The resulting precipitate was extracted with EtOAc, dried (MgSO4), filtered and concentrated to give the title compound as a white solid (0.88 g, 98%). 1H NMR (DMSO) δ 13.33 (s, 1H), 7.96 (d, 1H), 7.29 (d, 1H), 3.99 (d, 2H), 2.8... Reactants: FC1=NC=CC(=C1)C1=NN2C(C=CC=C2)=C1C1=NC(=NC=C1)NC(C)C (4-[2-(2-Fluoro-4-pyridinyl)pyrazolo[1,5-a]pyridin-3-yl]-N-isopropyl-2-pyrimidinamine). Solvent: C(C)(C)N (isopropylamine). Reaction conditions: temperature 120 celsius. Yields the product C(C)(C)NC1=NC=CC(=N1)C=1C(=NN2C1C=CC=C2)C2=CC(=NC=C2)NC(C)C (N-Isopropyl-4-[2-[2-(isopropylamino)-4-pyridinyl]pyrazolo[1,5-a]pyridin-3-yl}-2-pyrimidinamine). Yield: 112.2%. RXN SMILES: F[C:2]1[CH:7]=[C:6]([C:8]2[C:16]([C:17]3[CH:22]=[CH:21][N:20]=[C:19]([NH:23][CH:24]([CH3:26])[CH3:25])[N:18]=3)=[C:11]3[CH:12]=[CH:13][CH:14]=[CH:15][N:10]3[N:9]=2)[CH:5]=[CH:4][N:3]=1>C(N)(C)C>[CH:24]([NH:23][C:19]1[N:18]=[C:17]([C:16]2[C:8]([C:6]3[CH:5]=[CH:4][N:3]=[C:2]([NH:9][CH:8]([CH3:16])[CH3:6])[CH:7]=3)=[N:9][N:10]3[CH:15]=[CH:14][CH:13]=[CH:12][C:11]=23)[CH:22]=[CH:21][N:20]=1)([CH3:26])[CH3:25]. Reported procedure: 4-[2-(2-Fluoro-4-pyridinyl)pyrazolo[1,5-a]pyridin-3-yl]-N-isopropyl-2-pyrimidinamine (80 mg, 0.23 mmol) was dissolved in isopropylamine (10 mL) in a pressure vessel and the resulting solution heated at 120° C. for 4 days. The resulting mixture was concentrated to a solid that was purified by by silica gel chromatography (1:1 ethyl acetate:hexane) to give 50 mg (56%) of the title compound as a solid. 1H NMR (CDCl3): δ 8.53 (d, 1H), 8.43 (d, 1H), 8.1.5 (two d, 2H), 7.35 (t, 1H), 6.96 (t, 1H), 6.82... The reactants are CC(=O)CC(=O)c1ccccc1, Cc1ccccc1, NCCN1CCOCC1. The product is CC(=CC(=O)c1ccccc1)NCCN1CCOCC1. RXN SMILES: [C:1]([c:2]1[cH:3][cH:4][cH:5][cH:6][cH:7]1)(=[O:8])[CH2:9][C:10]([CH3:11])=[O:12].[CH3:22][c:23]1[cH:24][cH:25][cH:26][cH:27][cH:28]1.[O:13]1[CH2:14][CH2:15][N:16]([CH2:19][CH2:20][NH2:21])[CH2:17][CH2:18]1>>[C:1]([c:2]1[cH:3][cH:4][cH:5][cH:6][cH:7]1)(=[O:8])[CH:9]=[C:10]([CH3:11])[NH:21][CH2:20][CH2:19][N:16]1[CH2:15][CH2:14][O:13][CH2:18][CH2:17]1.